From a dataset of the Open Reaction Database (ORD), a public repository of structured organic reaction records. describe an organic reaction: reactants, conditions, products, and yield Starting materials: C(C)(C)(C)OC(=O)N1CCC(CC1)C1CC=2C(=CN=C(C2)Cl)O1 (4-(5-chloro-2,3-dihydro-furo[2,3-c]pyridin-2-yl)-piperidine-1-carboxylic acid tert-butyl ester), CC1(OB(OC1(C)C)C=1C=CC(=NC1)C#N)C (5-(4,4,5,5-tetramethyl-[1,3,2]dioxa borolan-2-yl)-pyridine-2-carbonitrile). The product is C(C)(C)(C)OC(=O)N1CCC(CC1)C1CC=2C(=CN=C(C2)C=2C=NC(=CC2)C#N)O1 (4-[5-(6-Cyano-pyridin-3-yl)-2,3-dihydro-furo[2,3-c]pyridin-2-yl]-piperidine-1-carboxylic acid tert-butyl ester). Reaction SMILES: [C:1]([O:5][C:6]([N:8]1[CH2:13][CH2:12][CH:11]([CH:14]2[O:23][C:17]3=[CH:18][N:19]=[C:20](Cl)[CH:21]=[C:16]3[CH2:15]2)[CH2:10][CH2:9]1)=[O:7])([CH3:4])([CH3:3])[CH3:2].CC1(C)C(C)(C)OB([C:32]2[CH:33]=[CH:34][C:35]([C:38]#[N:39])=[N:36][CH:37]=2)O1>>[C:1]([O:5][C:6]([N:8]1[CH2:13][CH2:12][CH:11]([CH:14]2[O:23][C:17]3=[CH:18][N:19]=[C:20]([C:32]4[CH:37]=[N:36][C:35]([C:38]#[N:39])=[CH:34][CH:33]=4)[CH:21]=[C:16]3[CH2:15]2)[CH2:10][CH2:9]1)=[O:7])([CH3:4])([CH3:3])[CH3:2]. Procedure: The title compound is prepared from 4-(5-chloro-2,3-dihydro-furo[2,3-c]pyridin-2-yl)-piperidine-1-carboxylic acid tert-butyl ester and 5-(4,4,5,5-tetramethyl-[1,3,2]dioxa borolan-2-yl)-pyridine-2-carbonitrile following a procedure analogous to that described in Example 28. LC (method 10): tR=1.70 min; Mass spectrum (ESI+): m/z=407 [M+H]+. Reactants: ClC1=CC=C2CCC=3C=CC(=C1C32)Cl (5,6-dichloroacenaphthene), C(C)(=O)OC(C)=O (acetic anhydride), [OH-].[K+] (KOH), Cl[O-].[Na+] (sodium hypochlorite). The reagents and catalysts are O.O.O.O.C(C)(=O)[O-].[Co+2].C(C)(=O)[O-] (cobalt acetate tetrahydrate), O.O.O.O.C(C)(=O)[O-].[Mn+2].C(C)(=O)[O-] (manganese acetate tetrahydrate), [Na+].[Br-] (NaBr). Run in O (water), ClC1=CC=CC=C1 (chlorobenzene), ClC1=CC=CC=C1 (chlorobenzene), C(C)(=O)O (acetic acid). Run at temperature 65 celsius, time 20 hour. Product: ClC1=CC=C(C2=CC=CC(=C12)Cl)C(=O)OC(=O)C1=CC=C(C2=C(C=CC=C12)Cl)Cl (4,5-dichloronaphthalic anhydride). Isolated yield 88.0%. Reaction SMILES: [Cl:1][C:2]1[C:12]2[C:13]3C(CC[C:8]=3[CH:9]=[CH:10][C:11]=2[Cl:14])=[CH:4][CH:3]=1.[C:15]([O:18][C:19](=[O:21])[CH3:20])(=[O:17])[CH3:16].[OH-].[K+].Cl[O-].[Na+]>O.O.O.O.C([O-])(=O)C.[Co+2].C([O-])(=O)C.O.O.O.O.C([O-])(=O)C.[Mn+2].C([O-])(=O)C.[Na+].[Br-].O.ClC1C=CC=CC=1.C(O)(=O)C>[Cl:1][C:2]1[C:12]2[C:13](=[CH:8][CH:9]=[CH:10][C:11]=2[Cl:14])[C:16]([C:15]([O:18][C:19]([C:20]2[C:13]3[C:12](=[C:11]([Cl:14])[CH:10]=[CH:9][CH:8]=3)[C:2]([Cl:1])=[CH:3][CH:4]=2)=[O:21])=[O:17])=[CH:4][CH:3]=1 |f:2.3,4.5,6.7.8.9.10.11.12,13.14.15.16.17.18.19,20.21|. Procedure: There was provided a 300 ml flask which was equipped with an agitator and a thermometer and provided with a gas feed port and a gas exhaust port attached with a condenser. The flask was charged with 22.3 g of 5,6-dichloroacenaphthene, 0.6 g of cobalt acetate tetrahydrate, 0.2 g of manganese acetate tetrahydrate, 0.2 g of NaBr, 10 ml of acetic acid, 90 ml of chlorobenzene, and 17 ml of acetic anhydride. The reaction system was heated to 65° C., into which air was blown for oxidation at a rate of ... The reactants are ClC1=NC=NC(=C1C(C)C)C (4-Chloro-5-isopropyl-6-methylpyrimidine), C(C)(=O)[O-].[Na+] (sodium acetate), CO (methanol). Reagents/catalysts: [Pd] (palladium on carbon). Yields the product CC1=NC=NC(=C1)C(C)C (4-Methyl-6-isopropylpyrimidine). Isolated yield 81.0%. Reaction SMILES: Cl[C:2]1[C:7](C(C)C)=[C:6]([CH3:11])[N:5]=[CH:4][N:3]=1.[C:12]([O-])(=O)[CH3:13].[Na+].[CH3:17]O>[Pd]>[CH3:11][C:6]1[CH:7]=[C:2]([CH:12]([CH3:13])[CH3:17])[N:3]=[CH:4][N:5]=1 |f:1.2|. Procedure: 4-Chloro-5-isopropyl-6-methylpyrimidine (5.0 g, 29 mmol) and sodium acetate (3.1 g, 38 mmol) were combined in 75 ml methanol and hydrogenated over 500 mg 5 percent palladium on carbon for 20 h. After removal of the catalyst by filtration, the solvent was removed by evaporation. The residue was treated with sat. sodium bicarbonate solution and extracted with diethyl ether. The ether extracts were washed with sat. brine, dried (Na2SO4) and evaporated to give 3.2 g (81 percent yield). The reactants are CNC1CCN(C(=O)C2CCN(C(C)=O)CC2)CC1c1ccc(Cl)c(Cl)c1, COc1ccc(-c2ccccc2)cc1C(=O)O. Product: COc1ccc(-c2ccccc2)cc1C(=O)N(C)C1CCN(C(=O)C2CCN(C(C)=O)CC2)CC1c1ccc(Cl)c(Cl)c1. RXN SMILES: [C:1]([CH3:2])(=[O:3])[N:4]1[CH2:5][CH2:6][CH:7]([C:10](=[O:11])[N:12]2[CH2:13][CH:14]([c:20]3[cH:21][c:22]([Cl:27])[c:23]([Cl:26])[cH:24][cH:25]3)[CH:15]([NH:18][CH3:19])[CH2:16][CH2:17]2)[CH2:8][CH2:9]1.[CH3:28][O:29][c:30]1[c:31]([C:42](=[O:43])[OH:44])[cH:32][c:33](-[c:36]2[cH:37][cH:38][cH:39][cH:40][cH:41]2)[cH:34][cH:35]1>>[C:1]([CH3:2])(=[O:3])[N:4]1[CH2:5][CH2:6][CH:7]([C:10](=[O:11])[N:12]2[CH2:13][CH:14]([c:20]3[cH:21][c:22]([Cl:27])[c:23]([Cl:26])[cH:24][cH:25]3)[CH:15]([N:18]([CH3:19])[C:42]([c:31]3[c:30]([O:29][CH3:28])[cH:35][cH:34][c:33](-[c:36]4[cH:37][cH:38][cH:39][cH:40][cH:41]4)[cH:32]3)=[O:44])[CH2:16][CH2:17]2)[CH2:8][CH2:9]1. Reactants: ClC(CO)(CO)CC(C[C@@H](C)[C@H]1CC[C@H]2[C@@H]3CC=C4C[C@H](CC[C@]4(C)[C@H]3CC[C@]12C)O)(F)F (25-Chloro-23,23-difluorocholest-5-ene-3β,26,27-triol), [H-].[Na+] (sodium hydride). Solvent: C(OC)COC (dimethoxyethane). The product is O1C(C1)(CO)CC(C[C@@H](C)[C@H]1CC[C@H]2[C@@H]3CC=C4C[C@H](CC[C@]4(C)[C@H]3CC[C@]12C)O)(F)F (25,26-Epoxy-23,23-difluorocholest-5-ene-3β,27-diol). Yield: 38.7%. As a reaction SMILES: Cl[C:2]([CH2:7][C:8]([F:33])([F:32])[CH2:9][C@H:10]([C@@H:12]1[C@:29]2([CH3:30])[C@H:15]([C@H:16]3[C@H:26]([CH2:27][CH2:28]2)[C@:24]2([CH3:25])[C:19]([CH2:20][C@@H:21]([OH:31])[CH2:22][CH2:23]2)=[CH:18][CH2:17]3)[CH2:14][CH2:13]1)[CH3:11])([CH2:5][OH:6])[CH2:3][OH:4].[H-].[Na+]>C(COC)OC>[O:4]1[CH2:3][C:2]1([CH2:7][C:8]([F:33])([F:32])[CH2:9][C@H:10]([C@@H:12]1[C@:29]2([CH3:30])[C@H:15]([C@H:16]3[C@H:26]([CH2:27][CH2:28]2)[C@:24]2([CH3:25])[C:19]([CH2:20][C@@H:21]([OH:31])[CH2:22][CH2:23]2)=[CH:18][CH2:17]3)[CH2:14][CH2:13]1)[CH3:11])[CH2:5][OH:6] |f:1.2|. Procedure details: The chlorodiol (11) (183 mg, 0.32 mmol) was treated with sodium hydride (18 mg, 0.75 mmol) in dimethoxyethane (18 ml) at room temperature for 6 days. The usual work-up (ether for extraction) gave a crude product, which was applied to a column of silica gel (100 g). Elution with dichoromethane provided the epoxyalcohol (12) (56 mg, 32%), glass. 1H-NMr δ: 2.92 (2H, m, 26-H2), 3.67-4.16 (3H, m, 3-H and 27-H2). MS m/z: 434 (M+ -THP OH), 416, 404, and the recovery of chlorodiol 11 (92 mg, 50%).